This data is from the Open Reaction Database (ORD), a public repository of structured organic reaction records. The task is: describe an organic reaction: reactants, conditions, products, and yield The reactants are Cc1cc(C(=O)O)ccc1[N+](=O)[O-], ClC(Cl)Cl, O=S(Cl)Cl. Product: Cc1cc(C(=O)Cl)ccc1[N+](=O)[O-]. RXN SMILES: [CH3:1][c:2]1[cH:3][c:4]([C:5](=[O:6])[OH:7])[cH:8][cH:9][c:10]1[N+:11](=[O:12])[O-:13].[CH:18]([Cl:19])([Cl:20])[Cl:21].[S:14]([Cl:15])([Cl:16])=[O:17]>>[CH3:1][c:2]1[cH:3][c:4]([C:5](=[O:6])[Cl:16])[cH:8][cH:9][c:10]1[N+:11](=[O:12])[O-:13]. Procedure details: A mixture of 4-amino-2-methylthiopyrimidine-5-carboxaldehyde (9.5 g, 56.1 mmol), 2-chloroaniline (6.7 mL, 63.7 mmol) and 4-toluene-sulfonic acid monohydrate (0.85 g, 4.5 mmol) in 350 mL of xylene was heated under reflux with azeotropic removal of water for 6 hours. The mixture was cooled to 25° C. and the precipitate was collected by vacuum filtration and was washed with hexanes and air dried. This solid was then dissolved in 300 mL tetrahydrofuran. and the reaction cooled to 0° C. Lithium alumi... Solvent: C=1(C(=CC=CC1)C)C (xylene), O (water), O (water), O (water). RXN SMILES: [NH2:1][C:2]1[C:7]([CH:8]=S)=[CH:6][N:5]=[C:4](C)[N:3]=1.[Cl:11][C:12]1[CH:18]=[CH:17][CH:16]=[CH:15][C:13]=1[NH2:14].O.C1(C)C=C[C:23]([S:26](O)(=O)=O)=CC=1.[H-].[Al+3].[Li+].[H-].[H-].[H-].[OH-].[Na+]>C1(C)C(C)=CC=CC=1.O>[Cl:11][C:12]1[CH:18]=[CH:17][CH:16]=[CH:15][C:13]=1[NH:14][CH2:8][C:7]1[C:2]([NH2:1])=[N:3][C:4]([S:26][CH3:23])=[N:5][CH:6]=1 |f:2.3,4.5.6.7.8.9,10.11|. Yields the product ClC1=C(C=CC=C1)NCC=1C(=NC(=NC1)SC)N (5-(2-chlorophenyl)aminomethyl-4-amino-2-methylthiopyrimidine). Yield: 554.0%. Run at temperature 25 celsius, time 15 minute. The reactants are [H-].[Al+3].[Li+].[H-].[H-].[H-] (Lithium aluminium hydride), NC1=NC(=NC=C1C=S)C (4-amino-2-methylthiopyrimidine-5-carboxaldehyde), ClC1=C(N)C=CC=C1 (2-chloroaniline), O.C1(=CC=C(C=C1)S(=O)(=O)O)C (4-toluene-sulfonic acid monohydrate), [OH-].[Na+] (sodium hydroxide). The reactants are NC1=NC(=C(C(=N1)N)C1=C(C=C(C=C1)Cl)Cl)C=NO (2,4-Diamino-5-(2,4-dichlorophenyl)-6-hydroxyliminomethylpyrimidine), FC(C(=O)OC(C(F)(F)F)=O)(F)F (trifluoroacetic anhydride). The solvent is N1=CC=CC=C1 (pyridine). Yields the product NC1=NC(=C(C(=N1)N)C1=C(C=C(C=C1)Cl)Cl)C#N (2,4-Diamino-5-(2,4-dichlorophenyl)-6-cyanopyrimidine). As a reaction SMILES: [NH2:1][C:2]1[N:7]=[C:6]([NH2:8])[C:5]([C:9]2[CH:14]=[CH:13][C:12]([Cl:15])=[CH:11][C:10]=2[Cl:16])=[C:4]([CH:17]=[N:18]O)[N:3]=1.FC(F)(F)C(OC(=O)C(F)(F)F)=O>N1C=CC=CC=1>[NH2:1][C:2]1[N:7]=[C:6]([NH2:8])[C:5]([C:9]2[CH:14]=[CH:13][C:12]([Cl:15])=[CH:11][C:10]=2[Cl:16])=[C:4]([C:17]#[N:18])[N:3]=1. Procedure: This compound was prepared from the compound of Example 48 by reaction with trifluoroacetic anhydride in pyridine, mp. 249° C. The reactants are NC1CCCCC1, Cn1c(C(=O)O)nc(-c2ccccc2)c1-c1ccccc1. Yields the product Cn1c(C(=O)NC2CCCCC2)nc(-c2ccccc2)c1-c1ccccc1. As a reaction SMILES: [NH2:1][CH:2]1[CH2:3][CH2:4][CH2:5][CH2:6][CH2:7]1.[c:8]1(-[c:14]2[n:15][c:16]([C:26](=[O:27])[OH:28])[n:17]([CH3:25])[c:18]2-[c:19]2[cH:20][cH:21][cH:22][cH:23][cH:24]2)[cH:9][cH:10][cH:11][cH:12][cH:13]1>>[NH:1]([CH:2]1[CH2:3][CH2:4][CH2:5][CH2:6][CH2:7]1)[C:26]([c:16]1[n:15][c:14](-[c:8]2[cH:9][cH:10][cH:11][cH:12][cH:13]2)[c:18](-[c:19]2[cH:20][cH:21][cH:22][cH:23][cH:24]2)[n:17]1[CH3:25])=[O:27].